Dataset: the Open Reaction Database (ORD), a public repository of structured organic reaction records. Task: describe an organic reaction: reactants, conditions, products, and yield RXN SMILES: [C:1]1([NH:7]N)[CH:6]=[CH:5][CH:4]=[CH:3][CH:2]=1.[C:9]([CH2:17][CH2:18][C:19]([OH:21])=[O:20])(=O)[C:10]1[CH:15]=[CH:14][CH:13]=[CH:12][CH:11]=1.OS(O)(=O)=O.[CH2:27](O)[CH3:28]>>[C:10]1([C:9]2[NH:7][C:1]3[C:6]([C:17]=2[CH2:18][C:19]([O:21][CH2:27][CH3:28])=[O:20])=[CH:5][CH:4]=[CH:3][CH:2]=3)[CH:15]=[CH:14][CH:13]=[CH:12][CH:11]=1. Yield: 73.0%. Procedure: Phenylhydrazine (80 mmol), 3-benzoylpropionic acid (1a) (80 mmol), and 12 ml of concentrated H2SO4 in 100 ml of ethanol were heated at reflux for 24 hours. The cooled reaction mixture was poured onto 500 g of ice, and the resulting mixture was extracted with ether (300 ml×2). Workup gave a red oil, which was purified by column chromatography (silica gel, ethyl acetate/n-hexane=1/5) to afford 15.2 g (73%) of ethyl 2-phenyl-3-indole acetate (8) as a pale yellow solid. mp: 61°-62° C.; IR (KBr) 3370... Yields the product C1(=CC=CC=C1)C=1NC2=CC=CC=C2C1CC(=O)OCC (ethyl 2-phenyl-3-indole acetate). The reactants are ice, C1(=CC=CC=C1)NN (Phenylhydrazine), C(C1=CC=CC=C1)(=O)CCC(=O)O (3-benzoylpropionic acid), OS(=O)(=O)O (H2SO4), C(C)O (ethanol).